This data is from the Open Reaction Database (ORD), a public repository of structured organic reaction records. The task is: describe an organic reaction: reactants, conditions, products, and yield Starting materials: [BH3-]C#N, CC(=O)[O-], CO, [NH4+], [Na+], CC12CCC3C(CCC4CC(=O)CCC43C)C1CCC2O. The product is CC12CCC3C(CCC4CC(N)CCC43C)C1CCC2O. RXN SMILES: [C:27](#[N:28])[BH3-:29].[CH3:23][C:24](=[O:25])[O-:26].[CH3:31][OH:32].[NH4+:22].[Na+:30].[OH:1][CH:2]1[C:3]2([CH3:4])[CH:5]([CH2:6][CH2:7]1)[CH:8]1[CH2:9][CH2:10][CH:11]3[CH2:12][C:13](=[O:21])[CH2:14][CH2:15][C:16]3([CH3:17])[CH:18]1[CH2:19][CH2:20]2>>[OH:1][CH:2]1[C:3]2([CH3:4])[CH:5]([CH2:6][CH2:7]1)[CH:8]1[CH2:9][CH2:10][CH:11]3[CH2:12][CH:13]([NH2:28])[CH2:14][CH2:15][C:16]3([CH3:17])[CH:18]1[CH2:19][CH2:20]2. Reaction SMILES: [CH3:27][S:28](=[O:29])[CH3:30].[CH3:33][OH:34].[F:1][c:2]1[cH:3][cH:4][c:5](-[n:8]2[n:9][cH:10][c:11]3[cH:12][c:13]([CH:17]([c:18]4[cH:19][cH:20][c:21]([C:22]#[N:23])[cH:24][cH:25]4)[OH:26])[cH:14][cH:15][c:16]23)[cH:6][cH:7]1.[Na+:32].[OH-:31]>>[F:1][c:2]1[cH:3][cH:4][c:5](-[n:8]2[n:9][cH:10][c:11]3[cH:12][c:13]([CH:17]([c:18]4[cH:19][cH:20][c:21]([C:22]([OH:29])=[O:31])[cH:24][cH:25]4)[OH:26])[cH:14][cH:15][c:16]23)[cH:6][cH:7]1. The reactants are CS(C)=O, CO, N#Cc1ccc(C(O)c2ccc3c(cnn3-c3ccc(F)cc3)c2)cc1, [Na+], [OH-]. Product: O=C(O)c1ccc(C(O)c2ccc3c(cnn3-c3ccc(F)cc3)c2)cc1.